Dataset: the Open Reaction Database (ORD), a public repository of structured organic reaction records. Task: describe an organic reaction: reactants, conditions, products, and yield The reactants are CC(=O)O[BH-](OC(C)=O)OC(C)=O, Cc1nc2ccccc2n1-c1nc(N2CCOCC2)c2nc(C=O)n(C)c2n1, CN(C1CCNCC1)C1CCOC1, [Na+]. Yields the product Cc1nc2ccccc2n1-c1nc(N2CCOCC2)c2nc(CN3CCC(N(C)C4CCOC4)CC3)n(C)c2n1. Reaction SMILES: [C:42]([O:43][BH-:44]([O:45][C:46](=[O:47])[CH3:48])[O:49][C:50](=[O:51])[CH3:52])(=[O:53])[CH3:54].[CH3:1][n:2]1[c:3]2[n:4][c:5](-[n:19]3[c:20]([CH3:28])[n:21][c:22]4[c:23]3[cH:24][cH:25][cH:26][cH:27]4)[n:6][c:7]([N:13]3[CH2:14][CH2:15][O:16][CH2:17][CH2:18]3)[c:8]2[n:9][c:10]1[CH:11]=[O:12].[CH3:29][N:30]([CH:31]1[CH2:32][O:33][CH2:34][CH2:35]1)[CH:36]1[CH2:37][CH2:38][NH:39][CH2:40][CH2:41]1.[Na+:55]>>[CH3:1][n:2]1[c:3]2[n:4][c:5](-[n:19]3[c:20]([CH3:28])[n:21][c:22]4[c:23]3[cH:24][cH:25][cH:26][cH:27]4)[n:6][c:7]([N:13]3[CH2:14][CH2:15][O:16][CH2:17][CH2:18]3)[c:8]2[n:9][c:10]1[CH2:11][N:39]1[CH2:38][CH2:37][CH:36]([N:30]([CH3:29])[CH:31]2[CH2:32][O:33][CH2:34][CH2:35]2)[CH2:41][CH2:40]1. The reactants are O=C1CCC(=O)N1Br, CCOC(=O)c1cc2cc(OCc3ccccc3)ccc2[nH]1, CN(C)C=O. The product is CCOC(=O)c1[nH]c2ccc(OCc3ccccc3)cc2c1Br. RXN SMILES: [Br:1][N:2]1[C:3](=[O:4])[CH2:5][CH2:6][C:7]1=[O:8].[CH2:9]([c:10]1[cH:11][cH:12][cH:13][cH:14][cH:15]1)[O:16][c:17]1[cH:18][c:19]2[cH:20][c:21]([C:26](=[O:27])[O:28][CH2:29][CH3:30])[nH:22][c:23]2[cH:24][cH:25]1.[CH3:31][N:32]([CH3:33])[CH:34]=[O:35]>>[Br:1][c:20]1[c:19]2[cH:18][c:17]([O:16][CH2:9][c:10]3[cH:11][cH:12][cH:13][cH:14][cH:15]3)[cH:25][cH:24][c:23]2[nH:22][c:21]1[C:26](=[O:27])[O:28][CH2:29][CH3:30]. Reactants: C(C)(N)=NO (Acetamide oxime), COCOC=1C=C(C(=O)O)C=CC1C (3-methoxymethoxy-4-methyl-benzoic acid), CN(CCCN=C=NCC)C (1-(3-dimethylaminopropyl)-3-ethylcarbodiimide), O.ON1N=NC2=C1C=CC=C2 (1-hydroxybenzotriazole hydrate). Run in CN(C=O)C (N,N-dimethylformamide). Run at time 30 minute. The product is COCOC=1C=C(C=CC1C)C1=NC(=NO1)C (5-(3-methoxymethoxy-4-methyl-phenyl)-3-methyl-[1,2,4]oxadiazole). RXN SMILES: [CH3:1][O:2][CH2:3][O:4][C:5]1[CH:6]=[C:7]([CH:11]=[CH:12][C:13]=1[CH3:14])[C:8]([OH:10])=O.CN(C)CCCN=C=NCC.O.ON1C2C=CC=CC=2N=N1.[C:37](=[N:40]O)([NH2:39])[CH3:38]>CN(C)C=O>[CH3:1][O:2][CH2:3][O:4][C:5]1[CH:6]=[C:7]([C:8]2[O:10][N:40]=[C:37]([CH3:38])[N:39]=2)[CH:11]=[CH:12][C:13]=1[CH3:14] |f:2.3|. Reported procedure: A mixture of 3-methoxymethoxy-4-methyl-benzoic acid (1.96 g, 10 mmol) (from Example 50 supra), 1-(3-dimethylaminopropyl)-3-ethylcarbodiimide (1.92 g, 10 mmol) (Aldrich) and 1-hydroxybenzotriazole hydrate (1.35 g, 10 mmol) (Aldrich) in N,N-dimethylformamide (25 mL) was stirred at room temperature for 30 minutes. Acetamide oxime (0.74 g, 10 mmol) (GFS Chemicals) was added and mixture heated at 140 C for 2 hours. After cooling, mixture was partitioned between ethyl acetate (2×) and saturated aqueou... Reactants: C[Si](OC1=CCOC2=C1C=CC=C2)(C)C (4-[(trimethylsilyl)oxy]-2H-1-benzopyran), CCOCC (ether), C(C)(C)OC(C)C (isopropyl ether). Run at time 18 hour. Product: O1C(C(C=2COC3=C(C21)C=CC=C3)=O)=O (4H-Furo[3,2-c][1]benzopyran-2,3-dione). Isolated yield 86.0%. RXN SMILES: C[Si](C)(C)[O:3][C:4]1[C:9]2[CH:10]=[CH:11][CH:12]=[CH:13][C:8]=2[O:7][CH2:6][CH:5]=1.CC[O:18][CH2:19][CH3:20].C([O:24]C(C)C)(C)C>>[O:3]1[C:4]2[C:9]3[CH:10]=[CH:11][CH:12]=[CH:13][C:8]=3[O:7][CH2:6][C:5]=2[C:19](=[O:18])[C:20]1=[O:24]. Procedure: To a stirred solution of 4-[(trimethylsilyl)oxy]-2H-1-benzopyran (L. H. Hellberg, and A. Zuarez, Tetrahedron Letters, 40, 3553 (1974)) (205.8 g, 0.917 mole) in anhydrous ether (600 ml) oxalyl chloride (58.2 g, 0.458 mole) is added dropwise over a period of 40 minutes at room temperature under nitrogen. The suspension is stirred at room temperature for 18 hours and then diluted with isopropyl ether (~300 ml). The precipitate is collected by filtration and washed with isopropyl ether to give 80.2 ... Reported procedure: NaBH3CN (0.40 mmol) was added to a mixture of 4-[[N-(2-(tert-butoxycarbonylamino)-4,5-difluorobenzoyl)glycyl]aminomethyl]piperidine (0.050 mmol) with 2-hydroxy-3-methylbenzaldehyde (0.25 mmol), methanol (1.0 mL) and acetic acid (0.040 mL). The resulting mixture was stirred at 50 overnight, cooled to room temperature, loaded onto a Varian™ SCX column and washed with methanol (5 mL×2). The obtained crude product was eluted with a 2 M methanol solution of NH3 (5 mL) and concentrated. The residue wa... As a reaction SMILES: [BH3-]C#N.[Na+].C(OC([NH:12][C:13]1[CH:32]=[C:31]([F:33])[C:30]([F:34])=[CH:29][C:14]=1[C:15]([NH:17][CH2:18][C:19]([NH:21][CH2:22][CH:23]1[CH2:28][CH2:27][NH:26][CH2:25][CH2:24]1)=[O:20])=[O:16])=O)(C)(C)C.[OH:35][C:36]1[C:43]([CH3:44])=[CH:42][CH:41]=[CH:40][C:37]=1[CH:38]=O.CO>C(O)(=O)C>[NH2:12][C:13]1[CH:32]=[C:31]([F:33])[C:30]([F:34])=[CH:29][C:14]=1[C:15]([NH:17][CH2:18][C:19]([NH:21][CH2:22][CH:23]1[CH2:24][CH2:25][N:26]([CH2:38][C:37]2[CH:40]=[CH:41][CH:42]=[C:43]([CH3:44])[C:36]=2[OH:35])[CH2:27][CH2:28]1)=[O:20])=[O:16] |f:0.1|. Starting materials: [BH3-]C#N.[Na+] (NaBH3CN), C(C)(C)(C)OC(=O)NC1=C(C(=O)NCC(=O)NCC2CCNCC2)C=C(C(=C1)F)F (4-[[N-(2-(tert-butoxycarbonylamino)-4,5-difluorobenzoyl)glycyl]aminomethyl]piperidine), OC1=C(C=O)C=CC=C1C (2-hydroxy-3-methylbenzaldehyde), CO (methanol). Product: NC1=C(C(=O)NCC(=O)NCC2CCN(CC2)CC2=C(C(=CC=C2)C)O)C=C(C(=C1)F)F (4-[[N-(2-amino-4,5-difluorobenzoyl)glycyl]aminomethyl]-1-(2-hydroxy-3-methylbenzyl)piperidine). The solvent is C(C)(=O)O (acetic acid). Reaction conditions: time 8 hour.